Dataset: the Open Reaction Database (ORD), a public repository of structured organic reaction records. Task: describe an organic reaction: reactants, conditions, products, and yield Starting materials: ClC=1C=CC(=C(CN2C3=C(NCC2)N=CC(=C3)C3=CC=C(C(=O)O)C=C3)C1)C(F)(F)F (4-{1-[5-chloro-2-(trifluoromethyl)benzyl]-1,2,3,4-tetrahydropyrido[2,3-b]pyrazin-7-yl}benzoic acid), N1=C(N=CC=C1)N1CCNCC1 (1-(2-pyrimidinyl)piperazine). Yields the product ClC=1C=CC(=C(CN2C3=C(NCC2)N=CC(=C3)C3=CC=C(C=C3)C(=O)N3CCN(CC3)C3=NC=CC=N3)C1)C(F)(F)F ((4-{1-[5-Chloro-2-(trifluoromethyl)benzyl]-1,2,3,4-tetrahydropyrido[2,3-b]pyrazin-7-yl}phenyl)-(4-pyrimidin-2-ylpiperazin-1-yl)methanone). As a reaction SMILES: [Cl:1][C:2]1[CH:3]=[CH:4][C:5]([C:28]([F:31])([F:30])[F:29])=[C:6]([CH:27]=1)[CH2:7][N:8]1[CH2:13][CH2:12][NH:11][C:10]2[N:14]=[CH:15][C:16]([C:18]3[CH:26]=[CH:25][C:21]([C:22]([OH:24])=O)=[CH:20][CH:19]=3)=[CH:17][C:9]1=2.[N:32]1[CH:37]=[CH:36][CH:35]=[N:34][C:33]=1[N:38]1[CH2:43][CH2:42][NH:41][CH2:40][CH2:39]1>>[Cl:1][C:2]1[CH:3]=[CH:4][C:5]([C:28]([F:30])([F:31])[F:29])=[C:6]([CH:27]=1)[CH2:7][N:8]1[CH2:13][CH2:12][NH:11][C:10]2[N:14]=[CH:15][C:16]([C:18]3[CH:26]=[CH:25][C:21]([C:22]([N:41]4[CH2:42][CH2:43][N:38]([C:33]5[N:32]=[CH:37][CH:36]=[CH:35][N:34]=5)[CH2:39][CH2:40]4)=[O:24])=[CH:20][CH:19]=3)=[CH:17][C:9]1=2. Reported procedure: 4-{1-[5-chloro-2-(trifluoromethyl)benzyl]-1,2,3,4-tetrahydropyrido[2,3-b]pyrazin-7-yl}benzoic acid was reacted with 1-(2-pyrimidinyl)piperazine as in General Procedure 10 to give the title compound. LCMS: m/z=593.98 (M+H+); retention time=0.84 minutes.